This data is from the Open Reaction Database (ORD), a public repository of structured organic reaction records. The task is: describe an organic reaction: reactants, conditions, products, and yield The reactants are [Li]CCCC, C1CCOC1, [Cl-], ICCI, [NH4+], O, c1ccc2[nH]ccc2c1. The product is Ic1cc2ccccc2[nH]1. As a reaction SMILES: [CH2:1]([Li:2])[CH2:3][CH2:4][CH3:5].[CH2:21]1[O:22][CH2:23][CH2:24][CH2:25]1.[Cl-:19].[I:15][CH2:16][CH2:17][I:18].[NH4+:20].[OH2:26].[nH:6]1[cH:7][cH:8][c:9]2[cH:10][cH:11][cH:12][cH:13][c:14]12>>[nH:6]1[c:7]([I:15])[cH:8][c:9]2[cH:10][cH:11][cH:12][cH:13][c:14]12.